Dataset: the Open Reaction Database (ORD), a public repository of structured organic reaction records. Task: describe an organic reaction: reactants, conditions, products, and yield Starting materials: CC(=O)OCC1C=CC(n2cnc3c(O)ncnc32)O1, CN. The product is OCC1C=CC(n2cnc3c(O)ncnc32)O1. Reaction SMILES: [C:1](=[O:2])([CH3:3])[O:4][CH2:5][CH:6]1[CH:7]=[CH:8][CH:9]([n:11]2[cH:12][n:13][c:14]3[c:15]([OH:16])[n:17][cH:18][n:19][c:20]23)[O:10]1.[CH3:21][NH2:22]>>[OH:4][CH2:5][CH:6]1[CH:7]=[CH:8][CH:9]([n:11]2[cH:12][n:13][c:14]3[c:15]([OH:16])[n:17][cH:18][n:19][c:20]23)[O:10]1. The reactants are COc1cc2c(cc1[N+](=O)[O-])NC(=O)CN(Cc1ccccc1)C2, O=C(Cl)OCc1ccccc1, ClCCCl. Yields the product COc1cc2c(cc1[N+](=O)[O-])NC(=O)CN(C(=O)OCc1ccccc1)C2. As a reaction SMILES: [CH2:1]([c:2]1[cH:3][cH:4][cH:5][cH:6][cH:7]1)[N:8]1[CH2:9][C:10](=[O:24])[NH:11][c:12]2[c:13]([cH:15][c:16]([O:22][CH3:23])[c:17]([N+:19](=[O:20])[O-:21])[cH:18]2)[CH2:14]1.[Cl:25][C:26](=[O:27])[O:28][CH2:29][c:30]1[cH:31][cH:32][cH:33][cH:34][cH:35]1.[Cl:36][CH2:37][CH2:38][Cl:39]>>[N:8]1([C:26](=[O:27])[O:28][CH2:29][c:30]2[cH:31][cH:32][cH:33][cH:34][cH:35]2)[CH2:9][C:10](=[O:24])[NH:11][c:12]2[c:13]([cH:15][c:16]([O:22][CH3:23])[c:17]([N+:19](=[O:20])[O-:21])[cH:18]2)[CH2:14]1.